Dataset: the Open Reaction Database (ORD), a public repository of structured organic reaction records. Task: describe an organic reaction: reactants, conditions, products, and yield The reactants are Cl (hydrochloric acid), C(=O)(O)CON=C(C(=O)NC1[C@@H]2N(C(=C(CS2)CSC)C(=O)O)C1=O)C=1N=C(SC1)NC(C(F)(F)F)=O (7-[2-carboxymethoxyimino-2-{2-(2,2,2-trifluoroacetamido)thiazol-4-yl}acetamido]-3-methylthiomethyl-3-cephem-4-carboxylic acid), C(C)(=O)[O-].[Na+] (sodium acetate), resultant solution. The solvent is O (water). Yields the product C(=O)(O)CON=C(C(=O)NC1[C@@H]2N(C(=C(CS2)CSC)C(=O)O)C1=O)C=1N=C(SC1)N (7-[2-carboxymethoxyimino-2-(2-aminothiazol-4-yl)acetamido]-3-methylthiomethyl-3-cephem-4-carboxylic acid). Yield: 52.5%. RXN SMILES: [C:1]([CH2:4][O:5][N:6]=[C:7]([C:26]1[N:27]=[C:28]([NH:31]C(=O)C(F)(F)F)[S:29][CH:30]=1)[C:8]([NH:10][CH:11]1[C:24](=[O:25])[N:13]2[C:14]([C:21]([OH:23])=[O:22])=[C:15]([CH2:18][S:19][CH3:20])[CH2:16][S:17][C@H:12]12)=[O:9])([OH:3])=[O:2].C([O-])(=O)C.[Na+].Cl>O>[C:1]([CH2:4][O:5][N:6]=[C:7]([C:26]1[N:27]=[C:28]([NH2:31])[S:29][CH:30]=1)[C:8]([NH:10][CH:11]1[C:24](=[O:25])[N:13]2[C:14]([C:21]([OH:23])=[O:22])=[C:15]([CH2:18][S:19][CH3:20])[CH2:16][S:17][C@H:12]12)=[O:9])([OH:3])=[O:2] |f:1.2|. Reported procedure: A solution of 7-[2-carboxymethoxyimino-2-{2-(2,2,2-trifluoroacetamido)thiazol-4-yl}acetamido]-3-methylthiomethyl-3-cephem-4-carboxylic acid (syn isomer) (4.1 g) and sodium acetate (9.56 g) in water (41 ml) was stirred for 19.5 hours at ambient temperature. The resultant solution was adjusted to pH 2.0 with conc. hydrochloric acid. The precipitates were collected by filtration and dried over phosphorus pentoxide to give 7-[2-carboxymethoxyimino-2-(2-aminothiazol-4-yl)acetamido]-3-methylthiomethyl...